Dataset: the Open Reaction Database (ORD), a public repository of structured organic reaction records. Task: describe an organic reaction: reactants, conditions, products, and yield The reactants are Cc1ccccc1, C=CC, CC(C)O, O. Yields the product CC(C)Cc1ccccc1. As a reaction SMILES: [CH3:1][c:2]1[cH:3][cH:4][cH:5][cH:6][cH:7]1.[CH3:8][CH:9]=[CH2:10].[CH:11]([OH:12])([CH3:13])[CH3:14].[OH2:15]>>[CH2:1]([c:2]1[cH:3][cH:4][cH:5][cH:6][cH:7]1)[CH:9]([CH3:8])[CH3:10]. Starting materials: [BH4-], CS(C)=O, CC(=O)O, O=[N+]([O-])C=Cc1ccc(Cc2ccc(F)cc2)o1, [Na+], O. The product is O=[N+]([O-])CCc1ccc(Cc2ccc(F)cc2)o1. As a reaction SMILES: [BH4-:23].[CH3:19][S:20](=[O:21])[CH3:22].[CH3:26][C:27](=[O:28])[OH:29].[F:1][c:2]1[cH:3][cH:4][c:5]([CH2:6][c:7]2[o:8][c:9]([CH:12]=[CH:13][N+:14](=[O:15])[O-:16])[cH:10][cH:11]2)[cH:17][cH:18]1.[Na+:24].[OH2:25]>>[F:1][c:2]1[cH:3][cH:4][c:5]([CH2:6][c:7]2[o:8][c:9]([CH2:12][CH2:13][N+:14](=[O:15])[O-:16])[cH:10][cH:11]2)[cH:17][cH:18]1.